This data is from the Open Reaction Database (ORD), a public repository of structured organic reaction records. The task is: describe an organic reaction: reactants, conditions, products, and yield The reactants are ClC1=NC(=NC(=C1)COC)C1=CC(=CC=C1)C (4-chloro-6-(methoxymethyl)-2-(3-methylphenyl)pyrimidine), COC1=CC=C(C=C1)N (p-anisidine), Cl (HCl). Run in O (water). Product: COC1=CC=C(NC2=NC(=NC(=C2)COC)C2=CC(=CC=C2)C)C=C1 (4-(4-Methoxyanilino)-6-(methoxymethyl)-2-(3-methylphenyl)pyrimidine). Yield: 40.8%. As a reaction SMILES: Cl[C:2]1[CH:7]=[C:6]([CH2:8][O:9][CH3:10])[N:5]=[C:4]([C:11]2[CH:16]=[CH:15][CH:14]=[C:13]([CH3:17])[CH:12]=2)[N:3]=1.[CH3:18][O:19][C:20]1[CH:25]=[CH:24][C:23]([NH2:26])=[CH:22][CH:21]=1.Cl>O>[CH3:18][O:19][C:20]1[CH:25]=[CH:24][C:23]([NH:26][C:2]2[CH:7]=[C:6]([CH2:8][O:9][CH3:10])[N:5]=[C:4]([C:11]3[CH:16]=[CH:15][CH:14]=[C:13]([CH3:17])[CH:12]=3)[N:3]=2)=[CH:22][CH:21]=1. Reported procedure: A mixture of 4-chloro-6-(methoxymethyl)-2-(3-methylphenyl)pyrimidine (100 mg, 0.402 mmol), p-anisidine (50 mg, 0.402 mmol), water (5 ml) and 2N HCl (300 μl) was refluxed overnight. The resulting yellow solid was collected by filtration, washed with water and then dried under vacuum to give the title compound (55 mg, 41%). 1H NMR (CDCl3): 8.28 (d, J=8.7 Hz, 2H), 7.43–7.35 (m, 4H), 6.96 (d, J=9.0 Hz, 2H), 6.83 (s, 1H), 4.64 (s, 2H), 3.85 (s, 3H), 3.45 (s, 3H), 2.44 (s, 3H). The reactants are CC1=CC=C(C=C1)S(=O)(=O)OI(C2=CC=CC=C2)O (Koser's reagent), S(O)(O)(=O)=O (Sulfuric acid), C(OC)(OC)OC (Trimethyl orthoformate), ClC=1C=C2CCC(C2=CC1)=O (5-chloro-2,3-dihydro-1H-inden-1-one). Run in CO (methanol), CO (methanol). Conditions: temperature -20 celsius, time 5 minute. Product: ClC=1C=C2CC(C(C2=CC1)=O)OC (5-chloro-2-methoxy-2,3-dihydro-1H-inden-1-one). Reaction SMILES: S(=O)(=O)(O)O.[CH:6]([O:11][CH3:12])(OC)OC.[Cl:13][C:14]1[CH:15]=[C:16]2[C:20](=[CH:21][CH:22]=1)[C:19](=[O:23])C[CH2:17]2.CC1C=CC(S(OI(O)C2C=CC=CC=2)(=O)=O)=CC=1>CO>[Cl:13][C:14]1[CH:15]=[C:16]2[C:20](=[CH:21][CH:22]=1)[C:19](=[O:23])[CH:6]([O:11][CH3:12])[CH2:17]2. Procedure details: A 22 L multi-neck reactor equipped with a temperature probe, a nitrogen inlet, a cooling bath and an overhead mechanical stirrer was charged with methanol (2400 mL) and cooled to −20° C. Sulfuric acid (384 mL, 7.22 mol) was charged via an addition funnel over 1 hour. The temperature was maintained at about −25° C. and peaked at −18° C. for ˜5 minutes. Trimethyl orthoformate (906 mL, 8.3 mol) was added over 10 minutes followed by 5-chloro-2,3-dihydro-1H-inden-1-one (17) (600.00 g, 3.61 mol) as a ...